Task: describe an organic reaction: reactants, conditions, products, and yield. Dataset: the Open Reaction Database (ORD), a public repository of structured organic reaction records Starting materials: OCCCCS (4-hydroxybutanethiol), [H-].[Na+] (NaH), oil, ClC1=CC=C(C=C1)C(C)=O (p-chloroacetophenone). The solvent is CN(C)C=O (DMF), CCOCC (ether). Conditions: temperature 110 celsius, time 3 hour. Yields the product OCCCCSC1=CC=C(C=C1)C(C)=O (1-[4-(4-hydroxybutylsulfanyl)phenyl]ethanone). As a reaction SMILES: [OH:1][CH2:2][CH2:3][CH2:4][CH2:5][SH:6].[H-].[Na+].Cl[C:10]1[CH:15]=[CH:14][C:13]([C:16](=[O:18])[CH3:17])=[CH:12][CH:11]=1>CN(C=O)C.CCOCC>[OH:1][CH2:2][CH2:3][CH2:4][CH2:5][S:6][C:10]1[CH:15]=[CH:14][C:13]([C:16](=[O:18])[CH3:17])=[CH:12][CH:11]=1 |f:1.2|. Procedure: To a stirred solution of 4-hydroxybutanethiol (5.0 g, 47 mmol) in DMF (100 mL) was added NaH (60% dispersion in mineral oil 2.1 g). After the effervescence had ceased, p-chloroacetophenone (4.3 mL, 33 mmol) was added. The solution was then stirred at 110° C. for 3 h. The mixture was cooled to RT and then diluted with ether (200 mL). The ethereal suspension was washed with 5% HCl (aq, 2×100 mL), water (100 mL), and then brine (50 mL). The ether extract was dried (MgSO4), filtered and concentrated... Reactants: Nc1cc(Br)c2ncc(Br)cc2c1, O, O=P(O)(O)O. Yields the product Oc1cc(Br)c2ncc(Br)cc2c1. Reaction SMILES: [NH2:1][c:2]1[cH:3][c:4]2[cH:5][c:6]([Br:13])[cH:7][n:8][c:9]2[c:10]([Br:12])[cH:11]1.[OH2:14].[P:15](=[O:16])([OH:17])([OH:18])[OH:19]>>[c:2]1([OH:14])[cH:3][c:4]2[cH:5][c:6]([Br:13])[cH:7][n:8][c:9]2[c:10]([Br:12])[cH:11]1.